This data is from the Open Reaction Database (ORD), a public repository of structured organic reaction records. The task is: describe an organic reaction: reactants, conditions, products, and yield Starting materials: CN1C(=O)C(=O)c2cc(S(=O)(=O)N3CCCC3COc3ccccc3)ccc21, COc1ccc(CCl)cc1, O=C1Nc2ccc(S(=O)(=O)N3CCC3COc3ccccc3)cc2C1=O. Product: COc1ccc(CN2C(=O)C(=O)c3cc(S(=O)(=O)N4CCC4COc4ccccc4)ccc32)cc1. As a reaction SMILES: [CH3:1][N:2]1[c:3]2[c:4]([cH:5][c:6]([S:7]([N:8]3[CH2:9][CH2:10][CH2:11][CH:12]3[CH2:13][O:14][c:15]3[cH:16][cH:17][cH:18][cH:19][cH:20]3)(=[O:21])=[O:22])[cH:23][cH:24]2)[C:25](=[O:26])[C:27]1=[O:28].[CH3:55][O:56][c:57]1[cH:58][cH:59][c:60]([CH2:61][Cl:62])[cH:63][cH:64]1.[O:29]([c:30]1[cH:31][cH:32][cH:33][cH:34][cH:35]1)[CH2:36][CH:37]1[N:38]([S:41](=[O:42])(=[O:43])[c:44]2[cH:45][c:46]3[c:50]([cH:51][cH:52]2)[NH:49][C:48](=[O:53])[C:47]3=[O:54])[CH2:39][CH2:40]1>>[O:29]([c:30]1[cH:31][cH:32][cH:33][cH:34][cH:35]1)[CH2:36][CH:37]1[N:38]([S:41](=[O:42])(=[O:43])[c:44]2[cH:45][c:46]3[c:50]([cH:51][cH:52]2)[N:49]([CH2:61][c:60]2[cH:59][cH:58][c:57]([O:56][CH3:55])[cH:64][cH:63]2)[C:48](=[O:53])[C:47]3=[O:54])[CH2:39][CH2:40]1. The reactants are C(C1=CC=CC=C1)C1CCN(CC1)CCOC=1C=C(C=O)C=CC1 (3-((2-(4-benzylpiperidin-1-yl)ethyl)oxy)benzaldehyde), Cl.NO (hydroxylamine hydrochloride), C(C)(=O)[O-].[Na+] (sodium acetate). Solvent: CCO (EtOH), CCO (EtOH). Conditions: time 3 day. Yields the product C(C1=CC=CC=C1)C1CCN(CC1)CCOC=1C=C(C=NO)C=CC1 (3-((2-(4-Benzylpiperidin-1-yl)ethyl)oxy)benzaldehyde oxime). Isolated yield 76.3%. As a reaction SMILES: [CH2:1]([CH:8]1[CH2:13][CH2:12][N:11]([CH2:14][CH2:15][O:16][C:17]2[CH:18]=[C:19]([CH:22]=[CH:23][CH:24]=2)[CH:20]=O)[CH2:10][CH2:9]1)[C:2]1[CH:7]=[CH:6][CH:5]=[CH:4][CH:3]=1.Cl.[NH2:26][OH:27].C([O-])(=O)C.[Na+]>CCO>[CH2:1]([CH:8]1[CH2:13][CH2:12][N:11]([CH2:14][CH2:15][O:16][C:17]2[CH:18]=[C:19]([CH:22]=[CH:23][CH:24]=2)[CH:20]=[N:26][OH:27])[CH2:10][CH2:9]1)[C:2]1[CH:7]=[CH:6][CH:5]=[CH:4][CH:3]=1 |f:1.2,3.4|. Reported procedure: To a solution of 3-((2-(4-benzylpiperidin-1-yl)ethyl)oxy)benzaldehyde (200 mg, 0.620 mmol) in 6 mL of 50% aqueous EtOH was added a solution of hydroxylamine hydrochloride (110 mg, 1.55 mmol) and sodium acetate (246 mg, 2.77 mmol) in 50% aqueous EtOH (10 mL). The resulting solution was allowed to stir at room temperature for 3 days. The EtOH was evaporated and a colorless solid was collected by filtration and dried to give the product (160 mg, 70%): mp 141-143° C.; 1H NMR (CDCl3) 1.40 (m, 2 H), 1... The reactants are CN1N=C(C=C1)C1=CC=NC=C1 (4-(1-methyl-1H-pyrazol-3-yl)pyridine), crude material, BrBr (bromine), CO (methanol). Run in C(Cl)(Cl)Cl (chloroform), C(C)(=O)OCC (ethyl acetate), C(Cl)(Cl)Cl (chloroform). Conditions: time 4 hour. Yields the product BrC=1C(=NN(C1)C)C1=CC=NC=C1 (4-(4-bromo-1-methyl-1H-pyrazol-3-yl)pyridine). RXN SMILES: [CH3:1][N:2]1[CH:6]=[CH:5][C:4]([C:7]2[CH:12]=[CH:11][N:10]=[CH:9][CH:8]=2)=[N:3]1.[Br:13]Br.CO>C(Cl)(Cl)Cl.C(OCC)(=O)C>[Br:13][C:5]1[C:4]([C:7]2[CH:12]=[CH:11][N:10]=[CH:9][CH:8]=2)=[N:3][N:2]([CH3:1])[CH:6]=1. Procedure: To a solution of 4-(1-methyl-1H-pyrazol-3-yl)pyridine 2.98 g; Example 3, Step 2) in 50 mL chloroform cooled in ice, was added dropwise, a solution of 1.15 mL bromine in 30 mL chloroform. About 15 mL methanol was added to help dissolution of the yellow precipitate that formed. After 4 hours, the reaction mixture was quenched with saturated aqueous sodium bicarbonate and diluted with dichloromethane. The dichloromethane layer was washed with saturated aqueous sodium bicarbonate, brine, dried over ... Starting materials: COC(C)(CCC(C#N)N(C)C(=O)OC(C)(C)C)CO[Si](C)(C)C(C)(C)C, CO, NO. Yields the product COC(C)(CCC(C(=N)NO)N(C)C(=O)OC(C)(C)C)CO[Si](C)(C)C(C)(C)C. As a reaction SMILES: [C:1]([CH3:2])([CH3:3])([CH3:4])[O:5][C:6]([N:7]([CH3:8])[CH:9]([CH2:10][CH2:11][C:12]([CH2:13][O:14][Si:15]([CH3:16])([CH3:17])[C:18]([CH3:19])([CH3:20])[CH3:21])([CH3:22])[O:23][CH3:24])[C:25]#[N:26])=[O:27].[CH3:30][OH:31].[NH2:28][OH:29]>>[C:1]([CH3:2])([CH3:3])([CH3:4])[O:5][C:6]([N:7]([CH3:8])[CH:9]([CH2:10][CH2:11][C:12]([CH2:13][O:14][Si:15]([CH3:16])([CH3:17])[C:18]([CH3:19])([CH3:20])[CH3:21])([CH3:22])[O:23][CH3:24])[C:25](=[NH:26])[NH:28][OH:29])=[O:27]. Starting materials: C(C)(C)N1N=C(C(=C1)N1C(N(C=2C=NC=3C=CC(=CC3C21)B2OC(C(O2)(C)C)(C)C)C)=O)C (1-(1-isopropyl-3-methyl-1H-pyrazol-4-yl)-3-methyl-8-(4,4,5,5-tetramethyl-[1,3,2]dioxaborolan-2-yl)-1,3-dihydro-imidazo[4,5-c]quinolin-2-one), BrC=1C=CC(=NC1)C(=O)N (5-bromo-pyridine-2-carboxylic acid amide). Reagents/catalysts: Cl[Pd]([P](C1=CC=CC=C1)(C2=CC=CC=C2)C3=CC=CC=C3)([P](C4=CC=CC=C4)(C5=CC=CC=C5)C6=CC=CC=C6)Cl (PdCl2(PPh3)2), CO (MeOH). Run in CN(C)C=O (DMF), C(=O)([O-])[O-].[K+].[K+] (K2CO3). Conditions: temperature 105 celsius, time 2.5 hour. The product is C(C)(C)N1N=C(C(=C1)N1C(N(C=2C=NC=3C=CC(=CC3C21)C=2C=CC(=NC2)C(=O)N)C)=O)C (5-[1-(1-Isopropyl-3-methyl-1H-pyrazol-4-yl)-3-methyl-2-oxo-2,3-dihydro-1H-imidazo[4,5-c]quinolin-8-yl]-pyridine-2-carboxylic acid amide). RXN SMILES: [CH:1]([N:4]1[CH:8]=[C:7]([N:9]2[C:21]3[C:20]4[CH:19]=[C:18](B5OC(C)(C)C(C)(C)O5)[CH:17]=[CH:16][C:15]=4[N:14]=[CH:13][C:12]=3[N:11]([CH3:31])[C:10]2=[O:32])[C:6]([CH3:33])=[N:5]1)([CH3:3])[CH3:2].Br[C:35]1[CH:36]=[CH:37][C:38]([C:41]([NH2:43])=[O:42])=[N:39][CH:40]=1>CN(C=O)C.C([O-])([O-])=O.[K+].[K+].CO.Cl[Pd](Cl)([P](C1C=CC=CC=1)(C1C=CC=CC=1)C1C=CC=CC=1)[P](C1C=CC=CC=1)(C1C=CC=CC=1)C1C=CC=CC=1>[CH:1]([N:4]1[CH:8]=[C:7]([N:9]2[C:21]3[C:20]4[CH:19]=[C:18]([C:35]5[CH:36]=[CH:37][C:38]([C:41]([NH2:43])=[O:42])=[N:39][CH:40]=5)[CH:17]=[CH:16][C:15]=4[N:14]=[CH:13][C:12]=3[N:11]([CH3:31])[C:10]2=[O:32])[C:6]([CH3:33])=[N:5]1)([CH3:3])[CH3:2] |f:3.4.5,^1:59,78|. Procedure details: A mixture of 1-(1-isopropyl-3-methyl-1H-pyrazol-4-yl)-3-methyl-8-(4,4,5,5-tetramethyl-[1,3,2]dioxaborolan-2-yl)-1,3-dihydro-imidazo[4,5-c]quinolin-2-one (Stage 112.1.1, 34 mg, 0.075 mmol), 5-bromo-pyridine-2-carboxylic acid amide (Combi-Blocks, San Diego, USA, 20 mg, 0.099 mmol), and PdCl2(PPh3)2 (3.5 mg, 0.005 mmol) in DMF (0.9 ml) and 1 M aqueous K2CO3 (0.187 ml) was stirred under argon at 105° C. for 2.5 h. The RM was cooled to rt. The mixture was diluted with MeOH+3 drops TFA and purified di... Starting materials: Oc1ccc(OC(F)(F)F)cc1Br, C=CCBr, CN(C)C=O, CCOC(C)=O, [K+], [K+], O=C([O-])[O-], O. Product: C=CCOc1ccc(OC(F)(F)F)cc1Br. Reaction SMILES: [Br:1][c:2]1[c:3]([OH:13])[cH:4][cH:5][c:6]([O:8][C:9]([F:10])([F:11])[F:12])[cH:7]1.[CH2:20]([CH:21]=[CH2:22])[Br:23].[CH3:25][N:26]([CH3:27])[CH:28]=[O:29].[CH3:30][CH2:31][O:32][C:33](=[O:34])[CH3:35].[K+:14].[K+:15].[O-:16][C:17]([O-:18])=[O:19].[OH2:24]>>[Br:1][c:2]1[c:3]([O:13][CH2:22][CH:21]=[CH2:20])[cH:4][cH:5][c:6]([O:8][C:9]([F:10])([F:11])[F:12])[cH:7]1. Reactants: [BH4-], C#CCC12CCC(=O)C=C1CCC1C3CCC(=O)C3(C)CCC12, CC(=O)O, CO, [K+]. Product: C#CCC12CCC(=O)C=C1CCC1C2CCC2(C)C(O)CCC12. RXN SMILES: [BH4-:24].[CH2:1]([C:2]#[CH:3])[C:4]12[CH2:5][CH2:6][C:7](=[O:23])[CH:8]=[C:9]1[CH2:10][CH2:11][CH:12]1[CH:13]3[CH2:14][CH2:15][C:16](=[O:22])[C:17]3([CH3:18])[CH2:19][CH2:20][CH:21]21.[CH3:26][C:27](=[O:28])[OH:29].[CH3:30][OH:31].[K+:25]>>[CH2:1]([C:2]#[CH:3])[C:4]12[CH2:5][CH2:6][C:7](=[O:23])[CH:8]=[C:9]1[CH2:10][CH2:11][CH:12]1[CH:13]3[CH2:14][CH2:15][CH:16]([OH:22])[C:17]3([CH3:18])[CH2:19][CH2:20][CH:21]21. Reactants: FC(C(=O)O)(F)F (trifluoroacetic acid), C[O-].[Na+] (NaOMe), solution, C(C)(C)(C)OC(=O)N1CC(C=2C3=C(C(=CC12)[N+](=O)[O-])C=CC=C3)(C(=O)OC)C(=O)OC (3-(tert-butyloxycarbonyl)-1,1-di(methoxycarbonyl)-5-nitro-1,2-dihydro-3H-benz[e]indole). Solvent: [Na+].[Cl-] (NaCl), CO (MeOH), C1CCOC1 (THF). Reaction conditions: time 15 minute. Product: C(C)(C)(C)OC(=O)N1CC(C=2C3=C(C(=CC12)[N+](=O)[O-])C=CC=C3)C(=O)OC (3-(tert-butyloxycarbonyl)-1-methoxycarbonyl-5-nitro-1,2-dihydro-3H-benz[e]indole). The yield is 98.4%. As a reaction SMILES: C[O-].[Na+].[C:4]([O:8][C:9]([N:11]1[C:19]2[CH:18]=[C:17]([N+:20]([O-:22])=[O:21])[C:16]3[CH:23]=[CH:24][CH:25]=[CH:26][C:15]=3[C:14]=2[C:13](C(OC)=O)([C:27]([O:29][CH3:30])=[O:28])[CH2:12]1)=[O:10])([CH3:7])([CH3:6])[CH3:5].FC(F)(F)C(O)=O>CO.C1COCC1.[Na+].[Cl-]>[C:4]([O:8][C:9]([N:11]1[C:19]2[CH:18]=[C:17]([N+:20]([O-:22])=[O:21])[C:16]3[CH:23]=[CH:24][CH:25]=[CH:26][C:15]=3[C:14]=2[CH:13]([C:27]([O:29][CH3:30])=[O:28])[CH2:12]1)=[O:10])([CH3:7])([CH3:6])[CH3:5] |f:0.1,6.7|. Procedure details: NaOMe (5.61 mL of a 0.62 M solution in MeOH, 3.48 mmol) was added dropwise to a stirred solution of 10 (1.00 g, 2.32 mmol) in THF (20 mL) at 10° C. After 15 min at 20° C., trifluoroacetic acid (0.29 mL, 3.8 mmol) was added in one portion, causing dissipation of the deep purple colour of the solution. The reaction was diluted with saturated NaCl, extracted with CH2Cl2 and the extract was washed twice with water and dried (Na2SO4). The CH2Cl2 solution was filtered through a short column of silica ... The reactants are ClC=1C=C(C=C2C=C(NC12)C(=O)N1CCC(CC1)(F)F)C(=O)N1CCN(CC1)C(C)C ([7-chloro-2-(4,4-difluoro-piperidine-1-carbonyl)-1H-indol-5-yl]-(4-isopropyl-piperazin-1-yl)-methanone), [H-].[Na+] (sodium hydride), BrC(C)C (2-bromopropane). The product is ClC=1C=C(C=C2C=C(N(C12)C(C)C)C(=O)N1CCC(CC1)(F)F)C(=O)N1CCN(CC1)C(C)C ([7-Chloro-1-isopropyl-5-(4-isopropyl-piperazine-1-carbonyl)-1H-indol-2-yl]-(4,4-difluoro-piperidin-1-yl)-methanone). Procedure: The title compound was synthesized in analogy to example 51, from [7-chloro-2-(4,4-difluoro-piperidine-1-carbonyl)-1H-indol-5-yl]-(4-isopropyl-piperazin-1-yl)-methanone (example 232), sodium hydride and 2-bromopropane in N,N-dimethylformamide, to give the desired product as a colorless foam (24%). Yield: 24.0%. Run in CN(C=O)C (N,N-dimethylformamide). As a reaction SMILES: [Cl:1][C:2]1[CH:3]=[C:4]([C:21]([N:23]2[CH2:28][CH2:27][N:26]([CH:29]([CH3:31])[CH3:30])[CH2:25][CH2:24]2)=[O:22])[CH:5]=[C:6]2[C:10]=1[NH:9][C:8]([C:11]([N:13]1[CH2:18][CH2:17][C:16]([F:20])([F:19])[CH2:15][CH2:14]1)=[O:12])=[CH:7]2.[H-].[Na+].Br[CH:35]([CH3:37])[CH3:36]>CN(C)C=O>[Cl:1][C:2]1[CH:3]=[C:4]([C:21]([N:23]2[CH2:28][CH2:27][N:26]([CH:29]([CH3:31])[CH3:30])[CH2:25][CH2:24]2)=[O:22])[CH:5]=[C:6]2[C:10]=1[N:9]([CH:35]([CH3:37])[CH3:36])[C:8]([C:11]([N:13]1[CH2:18][CH2:17][C:16]([F:20])([F:19])[CH2:15][CH2:14]1)=[O:12])=[CH:7]2 |f:1.2|. The reactants are O1C(COC2=C1C=CC=C2)CN2CCNCC2 (1-(2,3-Dihydro-1,4-benzodioxin-2-ylmethyl)piperazine), ClC1=NC(=CN=C1)Cl (2,6-dichloropyrazine), C(C)(C)N(CC)C(C)C (diisopropylethylamine). Run in CN(C=O)C (dimethylformamide). Conditions: temperature 60 celsius. The product is ClC1=NC(=CN=C1)N1CCN(CC1)CC1COC2=C(O1)C=CC=C2 (2-Chloro-6-[4-(2,3-dihydro-1,4-benzodioxin-2-ylmethyl)-1-piperazinyl]pyrazine). Isolated yield 61.4%. RXN SMILES: [O:1]1[C:6]2[CH:7]=[CH:8][CH:9]=[CH:10][C:5]=2[O:4][CH2:3][CH:2]1[CH2:11][N:12]1[CH2:17][CH2:16][NH:15][CH2:14][CH2:13]1.[Cl:18][C:19]1[CH:24]=[N:23][CH:22]=[C:21](Cl)[N:20]=1.C(N(C(C)C)CC)(C)C>CN(C)C=O>[Cl:18][C:19]1[CH:24]=[N:23][CH:22]=[C:21]([N:15]2[CH2:14][CH2:13][N:12]([CH2:11][CH:2]3[O:1][C:6]4[CH:7]=[CH:8][CH:9]=[CH:10][C:5]=4[O:4][CH2:3]3)[CH2:17][CH2:16]2)[N:20]=1. Procedure: 1-(2,3-Dihydro-1,4-benzodioxin-2-ylmethyl)piperazine (4.7 g, 20 mmole) and 2,6-dichloropyrazine (3.0 g, 20 mmole) were combined in 200 ml of dimethylformamide and 2.6 g (20 mmole) of diisopropylethylamine was added. The mixture was heated under nitrogen at 60° C. for 24 hours. The solvent was then removed in vacuum and the residue filtered through 75 g of silica gel with chloroform as the eluent. The product-containing fractions were concentrated in vacuum and the residue was crystallized from m...